describe an organic reaction: reactants, conditions, products, and yield From a dataset of the Open Reaction Database (ORD), a public repository of structured organic reaction records. As a reaction SMILES: [C:1]([O:5][C:6]([C:8]1[CH:9]=[C:10]2[C:14](=[CH:15][CH:16]=1)[NH:13][CH:12]=[CH:11]2)=[O:7])([CH3:4])([CH3:3])[CH3:2].[Cl:17]N1C(=O)CCC1=O>CO>[C:1]([O:5][C:6]([C:8]1[CH:9]=[C:10]2[C:14](=[CH:15][CH:16]=1)[NH:13][CH:12]=[C:11]2[Cl:17])=[O:7])([CH3:4])([CH3:2])[CH3:3]. Procedure: A solution of 389 mg (1.79 mmol) tert-butylindole-5-carboxylate in 12 ml methanol is mixed with 335 mg (2.50 mmol) N-chlorosuccinimide and stirred at room temperature overnight. The methanol is removed by rotation and the resulting residue is taken up in 15 ml ethyl acetate. The organic phase is washed twice with 1M sodium hydrogen carbonate solution, dried on sodium sulfate and concentrated by rotation. Column chromatographic processing of the residue on silica gel (flow agent: hexane/ethyl ace... Run at time 8 hour. The product is C(C)(C)(C)OC(=O)C=1C=C2C(=CNC2=CC1)Cl (tert-Butyl-3-chloroindole-5-carboxylate). The reactants are C(C)(C)(C)OC(=O)C=1C=C2C=CNC2=CC1 (tert-butylindole-5-carboxylate), ClN1C(CCC1=O)=O (N-chlorosuccinimide). Solvent: CO (methanol). The reactants are C(C=C)N(C(=O)C1CC(NC(C1)(C)C)(C)C)CC=C (4-[(Diallylamino)carbonyl]-2,2,6,6-tetramethylpiperidine), C(=O)O (formic acid), [OH-].[Na+] (sodium hydroxide). As a reaction SMILES: [CH2:1]([N:4]([CH2:17][CH:18]=[CH2:19])[C:5]([CH:7]1[CH2:12][C:11]([CH3:14])([CH3:13])[NH:10][C:9]([CH3:16])([CH3:15])[CH2:8]1)=[O:6])[CH:2]=[CH2:3].[CH:20](O)=O.[OH-].[Na+]>C=O>[CH2:17]([N:4]([CH2:1][CH:2]=[CH2:3])[C:5]([CH:7]1[CH2:8][C:9]([CH3:16])([CH3:15])[N:10]([CH3:20])[C:11]([CH3:13])([CH3:14])[CH2:12]1)=[O:6])[CH:18]=[CH2:19] |f:2.3|. The solvent is C=O (formaldehyde). Procedure details: 4-[(Diallylamino)carbonyl]-2,2,6,6-tetramethylpiperidine (58.0 grams; 0.219 mole) is slurried in 37% formaldehyde (98.6 mls) at room temperature and 95% formic acid (17.4 mls) is added thereto. The mixture is heated at reflux for 18 hours and the resulting two-phase reaction mixture is adjusted to pH 11-12 by adding 50% sodium hydroxide. The mixture is extracted with dichloromethane and the organic extracts are combined and evaporated to obtain a clear liquid which on distillation affords 58.3 g... The product is C(C=C)N(C(=O)C1CC(N(C(C1)(C)C)C)(C)C)CC=C (4-[(Diallylamino)carbonyl]-1,2,2,6,6-pentamethylpiperidine). The reactants are C(C)(C)(C)OC(=O)\C(\C(=O)OC)=C/C1=CC(=C(C=C1)OC)F ((Z)-methyl 2-(tert-butoxycarbonyl)-3-(3-fluoro-4-methoxyphenyl)acrylate). The reagents and catalysts are [OH-].[OH-].[Pd+2] (palladium hydroxide on carbon). The solvent is CO (MeOH). Run at time 2 day. Yields the product C(C)(C)(C)OC(=O)C(C(=O)OC)CC1=CC(=C(C=C1)OC)F (Methyl 2-(tert-butoxycarbonyl)-3-(3-fluoro-4-methoxyphenyl)propanoate). As a reaction SMILES: [C:1]([O:5][C:6](/[C:8](=[CH:13]\[C:14]1[CH:19]=[CH:18][C:17]([O:20][CH3:21])=[C:16]([F:22])[CH:15]=1)/[C:9]([O:11][CH3:12])=[O:10])=[O:7])([CH3:4])([CH3:3])[CH3:2]>CO.[OH-].[OH-].[Pd+2]>[C:1]([O:5][C:6]([CH:8]([CH2:13][C:14]1[CH:19]=[CH:18][C:17]([O:20][CH3:21])=[C:16]([F:22])[CH:15]=1)[C:9]([O:11][CH3:12])=[O:10])=[O:7])([CH3:3])([CH3:4])[CH3:2] |f:2.3.4|. Procedure: In a 500 mL round bottom flask, (Z)-methyl 2-(tert-butoxycarbonyl)-3-(3-fluoro-4-methoxyphenyl)acrylate (16 g, 49 mmol) was dissolved in MeOH (500 mL), and palladium hydroxide on carbon (0.069 g, 0.49 mmol) was added. The reaction mixture was stirred for 2 days under a hydrogen balloon and then filtered through Celite, and concentrated in vacuum to give the title compound as crude product. MS m/z: 326 (M−1). The reactants are NC(C1=CC=C(C=C1)NC(C1=NN(C(N1)=O)C1=NC=CC=N1)C1=C(C(=CC(=C1)OC)OCCO)F)=NC(C1=CC=CC=C1)=O (N-[1-amino-1-(4-{[[2-fluoro-3-(2-hydroxyethoxy)-5-methoxyphenyl]-(5-oxo-1-pyrimidin-2-yl-4,5-dihydro-1H-[1,2,4]triazol-3-yl)methyl]amino}phenyl)methylidene]benzamide), C(O)([O-])=O.[K+] (potassium hydrogen carbonate), C(OC(C)Cl)(OC1CCCCC1)=O (1-chloroethyl cyclohexyl carbonate). Run in CN(C)C=O (DMF). Run at temperature 55 celsius, time 26 hour. Product: C1(CCCCC1)OC(OC(C)OC=1N(N=C(N1)C(C1=C(C(=CC(=C1)OC)OCCO)F)NC1=CC=C(C=C1)C(=NC(C1=CC=CC=C1)=O)N)C1=NC=CC=N1)=O (Carbonic acid 1-(5-{(4-{amino[benzoylimino]methyl}phenylamino)-[2-fluoro-3-(2-hydroxyethoxy)-5-methoxyphenyl]methyl}-2-pyrimidin-2-yl-2H-[1,2,4]triazol-3-yloxy)ethyl ester cyclohexyl ester). Isolated yield 52.9%. Reaction SMILES: [NH2:1][C:2](=[N:36][C:37](=[O:44])[C:38]1[CH:43]=[CH:42][CH:41]=[CH:40][CH:39]=1)[C:3]1[CH:8]=[CH:7][C:6]([NH:9][CH:10]([C:23]2[CH:28]=[C:27]([O:29][CH3:30])[CH:26]=[C:25]([O:31][CH2:32][CH2:33][OH:34])[C:24]=2[F:35])[C:11]2[NH:15][C:14](=[O:16])[N:13]([C:17]3[N:22]=[CH:21][CH:20]=[CH:19][N:18]=3)[N:12]=2)=[CH:5][CH:4]=1.C(=O)([O-])O.[K+].[C:50](=[O:62])([O:55][CH:56]1[CH2:61][CH2:60][CH2:59][CH2:58][CH2:57]1)[O:51][CH:52](Cl)[CH3:53]>CN(C=O)C>[CH:56]1([O:55][C:50](=[O:62])[O:51][CH:52]([O:16][C:14]2[N:13]([C:17]3[N:18]=[CH:19][CH:20]=[CH:21][N:22]=3)[N:12]=[C:11]([CH:10]([NH:9][C:6]3[CH:7]=[CH:8][C:3]([C:2]([NH2:1])=[N:36][C:37](=[O:44])[C:38]4[CH:39]=[CH:40][CH:41]=[CH:42][CH:43]=4)=[CH:4][CH:5]=3)[C:23]3[CH:28]=[C:27]([O:29][CH3:30])[CH:26]=[C:25]([O:31][CH2:32][CH2:33][OH:34])[C:24]=3[F:35])[N:15]=2)[CH3:53])[CH2:61][CH2:60][CH2:59][CH2:58][CH2:57]1 |f:1.2|. Procedure: To a mixture of N-[1-amino-1-(4-{[[2-fluoro-3-(2-hydroxyethoxy)-5-methoxyphenyl]-(5-oxo-1-pyrimidin-2-yl-4,5-dihydro-1H-[1,2,4]triazol-3-yl)methyl]amino}phenyl)methylidene]benzamide (Example 1a, 1.0 g) and DMF (20 mL), potassium hydrogen carbonate (1.67 g) and 1-chloroethyl cyclohexyl carbonate (2.76 g) were added, and the resulting mixture was stirred at 55° C. for 26 hours. The reaction solution was filtered, and the filtrate obtained was concentrated under reduced pressure. The residue obtain...